This data is from the Open Reaction Database (ORD), a public repository of structured organic reaction records. The task is: describe an organic reaction: reactants, conditions, products, and yield Starting materials: N1N=CC2=CC=C(C=C12)C=O (1H-indazole-6-carbaldehyde), C[Mg]Br (methyl magnesium bromide). The solvent is C1CCOC1 (THF). Yields the product N1N=CC2=CC=C(C=C12)C(C)O (1-(1H-indazol-6-yl)ethanol). The yield is 60.8%. Reaction SMILES: [NH:1]1[C:9]2[C:4](=[CH:5][CH:6]=[C:7]([CH:10]=[O:11])[CH:8]=2)[CH:3]=[N:2]1.[CH3:12][Mg]Br>C1COCC1>[NH:1]1[C:9]2[C:4](=[CH:5][CH:6]=[C:7]([CH:10]([OH:11])[CH3:12])[CH:8]=2)[CH:3]=[N:2]1. Procedure: To a solution of 1H-indazole-6-carbaldehyde (200 mg, 1.37 mmol) in THF (7 mL) at −78° C. was added methyl magnesium bromide (1.4 mL, 4.11 mmol) dropwise under argon. The solution was warmed to rt and quenched with saturated ammonium chloride (2 mL). The mixture was extracted into ethyl acetate (3×10 mL), dried over MgSO4 and concentrated. The yellow oil was purified by silica gel chromatography (EtOAc/Hex 4:1) to yield the title compound as a clear oil (135 mg, 60%). 1H NMR (400 MHz, CDCl3) δ 8.... The reactants are OC1=CC=C2C(CCCO2)=C1C=O (6-hydroxy-dihydrobenzopyran- 5-carboxaldehyde), NC1=CC=CC=C1 (aniline). Run in C1=CC=CC=C1 (benzene). Product: OC=1C=CC2=C(CCCO2)C1CNC1=CC=CC=C1 (6-hydroxy-5-phenylaminomethyl-3,4-dihydrobenzopyran). Yield: 26.0%. RXN SMILES: [OH:1][C:2]1[C:11]([CH:12]=O)=[C:6]2[CH2:7][CH2:8][CH2:9][O:10][C:5]2=[CH:4][CH:3]=1.[NH2:14][C:15]1[CH:20]=[CH:19][CH:18]=[CH:17][CH:16]=1>C1C=CC=CC=1>[OH:1][C:2]1[CH:3]=[CH:4][C:5]2[O:10][CH2:9][CH2:8][CH2:7][C:6]=2[C:11]=1[CH2:12][NH:14][C:15]1[CH:20]=[CH:19][CH:18]=[CH:17][CH:16]=1. Reported procedure: A mixture of 6-hydroxy-dihydrobenzopyran- 5-carboxaldehyde (206 mg, 1.16 mmol) and aniline (108 mg, 1.16 mmol) in benzene (6 mL) was heated to reflux for 30 minutes under nitrogen. After cooling the mixture was passed through a short column of silica gel and the eluate concentrated to an orange solid (119 mg). This material was taken up in methanol (10 mL) and hydrogenated at 40 psi using 10% Pd/C (12 mg) as catalyst. After filtration and concentration the crude product was purified by chromatog... Reactants: C(C)(=O)OO (Peracetic acid), [OH-].[K+] (KOH), P(=O)(O[C@@H]1[C@H](O)[C@@H](O)[C@H](O)[C@H](O1)CO)([O-])[O-] (α-D-glucopyranosyl Phosphate), 2K+, [K+].[Br-] (KBr), CC1(CCCC(N1[O])(C)C)C (TEMPO), C(CN(CC(=O)O)CC(=O)O)N(CC(=O)O)CC(=O)O (EDTA), KHCO3. The solvent is O (water). Run at time 16 hour. The product is P(=O)(O)(O)O[C@@H]1[C@H](O)[C@@H](O)[C@H](O)[C@H](O1)C(=O)O (α-D-glucopyranuronic acid 1-phosphate), 3K+. RXN SMILES: [P:1]([O-:16])([O-:15])([O:3][C@H:4]1[O:12][C@H:11]([CH2:13][OH:14])[C@@H:9]([OH:10])[C@H:7]([OH:8])[C@H:5]1[OH:6])=[O:2].[K+].[Br-].CC1(C)N([O])C(C)(C)CCC1.C(N(CC(O)=O)CC(O)=O)CN(CC(O)=O)CC(O)=[O:35].C(OO)(=O)C.[OH-].[K+]>O>[P:1]([O:3][C@H:4]1[O:12][C@H:11]([C:13]([OH:35])=[O:14])[C@@H:9]([OH:10])[C@H:7]([OH:8])[C@H:5]1[OH:6])([OH:16])([OH:15])=[O:2] |f:1.2,6.7,^1:22|. Reported procedure: 1.97 g of α-Glc-1-P (2K+.C6H11O9P2−.2H2O, 5.5 mmol) was dissolved in 60 ml of water at room temperature. To this solution was added 210 mg KBr (1.76 mmol), 20 mg TEMPO (0.13 mmol), 10 mg EDTA, and 2.5 g KHCO3. Peracetic acid (10 ml, 1.69 mmol/ml) was added at a rate of 200 μl per 10 minutes. The pH was maintained at 8 by addition of 2M KOH using a pH-stat. After 16 h the reaction was complete. The product crystallized from the mixture after addition of MeOH to obtain α-D-glucopyranuronic acid 1-... Starting materials: Cc1ccc([N+](=O)[O-])c(NCCCC(NC(=O)OC(C)(C)C)C(C)(O)c2ccccc2)c1, CC(=O)O, Cl. Product: Cc1ccc([N+](=O)[O-])c(NCCCC(N)C(C)(O)c2ccccc2)c1. As a reaction SMILES: [C:1]([O:2][C:3]([CH3:4])([CH3:5])[CH3:6])(=[O:7])[NH:8][CH:9]([C:10]([CH3:11])([OH:12])[c:13]1[cH:14][cH:15][cH:16][cH:17][cH:18]1)[CH2:19][CH2:20][CH2:21][NH:22][c:23]1[c:24]([N+:30](=[O:31])[O-:32])[cH:25][cH:26][c:27]([CH3:29])[cH:28]1.[C:34]([OH:35])(=[O:36])[CH3:37].[ClH:33]>>[NH2:8][CH:9]([C:10]([CH3:11])([OH:12])[c:13]1[cH:14][cH:15][cH:16][cH:17][cH:18]1)[CH2:19][CH2:20][CH2:21][NH:22][c:23]1[c:24]([N+:30](=[O:31])[O-:32])[cH:25][cH:26][c:27]([CH3:29])[cH:28]1. Starting materials: Cl, NO, c1ccncc1, CCC(=O)c1ccc2ccccc2c1. As a reaction SMILES: [ClH:15].[NH2:16][OH:17].[cH:18]1[cH:19][cH:20][n:21][cH:22][cH:23]1.[cH:1]1[c:2]([C:11]([CH2:12][CH3:13])=[O:14])[cH:3][cH:4][c:5]2[cH:6][cH:7][cH:8][cH:9][c:10]12>>[cH:1]1[c:2]([C:11]([CH2:12][CH3:13])=[N:16][OH:17])[cH:3][cH:4][c:5]2[cH:6][cH:7][cH:8][cH:9][c:10]12. Yields the product CCC(=NO)c1ccc2ccccc2c1. Starting materials: COC=1C=C(C=CC1OCOC)NC(C(C)(C)C)=O (N-[3-methoxy-4-(methoxymethoxy)phenyl]-2,2-dimethylpropanamide), C(CCC)[Li] (n-butyllithium), CI (methyl iodide), O (water). Run in O1CCCC1 (tetrahydrofuran), O1CCCC1 (tetrahydrofuran). Run at temperature 0 celsius, time 2 hour. Product: COC=1C(=C(C=CC1OCOC)NC(C(C)(C)C)=O)C (N-[3-methoxy-4-(methoxymethoxy)-2-methylphenyl]-2,2-dimethylpropanamide). Yield: 80.6%. RXN SMILES: [CH3:1][O:2][C:3]1[CH:4]=[C:5]([NH:13][C:14](=[O:19])[C:15]([CH3:18])([CH3:17])[CH3:16])[CH:6]=[CH:7][C:8]=1[O:9][CH2:10][O:11][CH3:12].[CH2:20]([Li])CCC.CI.O>O1CCCC1>[CH3:1][O:2][C:3]1[C:4]([CH3:20])=[C:5]([NH:13][C:14](=[O:19])[C:15]([CH3:16])([CH3:18])[CH3:17])[CH:6]=[CH:7][C:8]=1[O:9][CH2:10][O:11][CH3:12]. Procedure details: To a solution of N-[3-methoxy-4-(methoxymethoxy)phenyl]-2,2-dimethylpropanamide (500 mg, 1.87 mmol) in tetrahydrofuran (10 ml) was added dropwise 1.59M-n-butyllithium (2.94 ml, 4.68 mmol) at −15° C., and the resulting mixture was slowly warmed up to 0° C. After 2 hours, a solution of methyl iodide (0.175 ml, 2.81 mmol) in tetrahydrofuran (0.5 ml) was added dropwise thereto. After 1 hour, the resulting mixture was warmed up to room temperature. After 14 hours, the reaction solution was poured int...